From a dataset of the Open Reaction Database (ORD), a public repository of structured organic reaction records. describe an organic reaction: reactants, conditions, products, and yield Reactants: COC(=O)C1=CC=C(C=N1)N1CCN(CC1)C(=O)OC(C)(C)C (tert-butyl 4-(6-(methoxycarbonyl)pyridin-3-yl)piperazine-1-carboxylate), [OH-].[Na+] (NaOH). Solvent: O1CCOCC1 (dioxane), O (H2O). Conditions: temperature 80 celsius, time 2 hour. Yields the product C(C)(C)(C)OC(=O)N1CCN(CC1)C=1C=CC(=NC1)C(=O)O (5-(4-(tert-butoxycarbonyl)piperazin-1-yl)picolinic acid). RXN SMILES: C[O:2][C:3]([C:5]1[N:10]=[CH:9][C:8]([N:11]2[CH2:16][CH2:15][N:14]([C:17]([O:19][C:20]([CH3:23])([CH3:22])[CH3:21])=[O:18])[CH2:13][CH2:12]2)=[CH:7][CH:6]=1)=[O:4].[OH-].[Na+]>O1CCOCC1.O>[C:20]([O:19][C:17]([N:14]1[CH2:13][CH2:12][N:11]([C:8]2[CH:7]=[CH:6][C:5]([C:3]([OH:4])=[O:2])=[N:10][CH:9]=2)[CH2:16][CH2:15]1)=[O:18])([CH3:23])([CH3:21])[CH3:22] |f:1.2|. Procedure: A mixture of tert-butyl 4-(6-(methoxycarbonyl)pyridin-3-yl)piperazine-1-carboxylate 49-3 (1.93 g, 6.01 mmol) and NaOH (530 mg, 13.26 mmol) in dioxane (15 mL) and H2O (15 mL) was stirred at 80° C. for 2 hours. Dioxane was removed by rotary evaporation and the resulting solution was acidified to pH around 4 by 1N HCl aqueous solution, followed by extraction with ethyl acetate (60 mL×3). The combined organic layers were washed with H2O and brine, dried over Na2SO4, and concentrated to dryness by ro...